Dataset: the Open Reaction Database (ORD), a public repository of structured organic reaction records. Task: describe an organic reaction: reactants, conditions, products, and yield Starting materials: C(CCCCCCCC)(=O)O (nonanoic acid), CN(C=O)C (N,N-dimethylformamide), C(C(=O)Cl)(=O)Cl (oxalyl chloride). Solvent: ClCCl (dichloromethane). Reaction conditions: time 8 hour. Product: C(CCCCCCCC)(=O)Cl (nonanoyl chloride). The yield is 100.0%. RXN SMILES: [C:1]([OH:11])(=O)[CH2:2][CH2:3][CH2:4][CH2:5][CH2:6][CH2:7][CH2:8][CH3:9].CN(C)C=O.C(Cl)(=O)C([Cl:20])=O>ClCCl>[C:1]([Cl:20])(=[O:11])[CH2:2][CH2:3][CH2:4][CH2:5][CH2:6][CH2:7][CH2:8][CH3:9]. Procedure: To a solution of 15.80 g (0.10 mol) of nonanoic acid in 150 mL of dichloromethane at 0° C. was added 0.1 mL of N,N-dimethylformamide and 9.59 mL (0.11 mol) of oxalyl chloride. The reaction mixture was allowed to warm to room temperature and stirred overnight. The reaction mixture was then concentrated in vacuo, diluted with hexanes and filtered. The filtrate was concentrated in vacuo to provide 17.67g (100%) of nonanoyl chloride which was used without further purification in the next step.